The task is: describe an organic reaction: reactants, conditions, products, and yield. This data is from the Open Reaction Database (ORD), a public repository of structured organic reaction records. The reactants are CC1CC2C3CCC4=CC(=O)CCC4=C3C(c3ccc(Br)cc3)CC2(C)C1C(=O)C1CC1, OB(O)c1ccc(F)nc1. Yields the product CC1CC2C3CCC4=CC(=O)CCC4=C3C(c3ccc(-c4ccc(F)nc4)cc3)CC2(C)C1C(=O)C1CC1. Reaction SMILES: [Br:1][c:2]1[cH:3][cH:4][c:5]([CH:8]2[C:9]3=[C:10]4[CH2:11][CH2:12][C:13](=[O:32])[CH:14]=[C:15]4[CH2:16][CH2:17][CH:18]3[CH:19]3[CH2:20][CH:21]([CH3:31])[CH:22]([C:26](=[O:27])[CH:28]4[CH2:29][CH2:30]4)[C:23]3([CH3:24])[CH2:25]2)[cH:6][cH:7]1.[F:33][c:34]1[cH:35][cH:36][c:37]([B:40]([OH:41])[OH:42])[cH:38][n:39]1>>[c:2]1(-[c:37]2[cH:36][cH:35][c:34]([F:33])[n:39][cH:38]2)[cH:3][cH:4][c:5]([CH:8]2[C:9]3=[C:10]4[CH2:11][CH2:12][C:13](=[O:32])[CH:14]=[C:15]4[CH2:16][CH2:17][CH:18]3[CH:19]3[CH2:20][CH:21]([CH3:31])[CH:22]([C:26](=[O:27])[CH:28]4[CH2:29][CH2:30]4)[C:23]3([CH3:24])[CH2:25]2)[cH:6][cH:7]1. The yield is 67.4%. Solvent: C(C)#N (acetonitrile). Reaction SMILES: Br[CH2:2][CH2:3][NH:4][S:5]([C:8]1[CH:13]=[CH:12][C:11]([C:14]#[N:15])=[CH:10][CH:9]=1)(=[O:7])=[O:6].[C:16]([O:20][C:21]([N:23]1[CH2:30][CH:29]2[O:31][CH:25]([CH2:26][NH:27][CH2:28]2)[CH2:24]1)=[O:22])([CH3:19])([CH3:18])[CH3:17].C(=O)([O-])[O-].[K+].[K+]>C(#N)C>[C:16]([O:20][C:21]([N:23]1[CH2:24][CH:25]2[O:31][CH:29]([CH2:28][N:27]([CH2:2][CH2:3][NH:4][S:5]([C:8]3[CH:13]=[CH:12][C:11]([C:14]#[N:15])=[CH:10][CH:9]=3)(=[O:7])=[O:6])[CH2:26]2)[CH2:30]1)=[O:22])([CH3:19])([CH3:17])[CH3:18] |f:2.3.4|. Procedure details: A suspension of N-(2-bromoethyl)-4-cyanobenzenesulfonamide (5 g, 0.017 mol; see step (i) above), 9-oxa-3,7-diaza-bicyclo[3.3.1]nonane-3-carboxylic acid tert-butyl ester (3.96 g, 0.0173 mol; see WO 01/28992) and potassium carbonate (3.6 g, 0.025 mol) in acetonitrile (50 mL) was stirred at 60° C. overnight. The reaction mixture was filtered and the solvent concentrated under reduced pressure to yield the crude product, which was purified by column chromatography (using methanol in chloroform as th... The product is C(C)(C)(C)OC(=O)N1CC2CN(CC(C1)O2)CCNS(=O)(=O)C2=CC=C(C=C2)C#N (7-[2-(4-Cyanobenzenesulfonylamino)ethyl]-9-oxa-3,7-diazabicyclo-[3.3.1]nonane-3-carboxylic acid tert-butyl ester). Run at temperature 60 celsius, time 8 hour. Reactants: BrCCNS(=O)(=O)C1=CC=C(C=C1)C#N (N-(2-Bromoethyl)-4-cyanobenzenesulfonamide), C(C)(C)(C)OC(=O)N1CC2CNCC(C1)O2 (9-oxa-3,7-diaza-bicyclo[3.3.1]nonane-3-carboxylic acid tert-butyl ester), C([O-])([O-])=O.[K+].[K+] (potassium carbonate).